This data is from the Open Reaction Database (ORD), a public repository of structured organic reaction records. The task is: describe an organic reaction: reactants, conditions, products, and yield Reactants: ClC(Cl)Cl, CCN(C(C)C)C(C)C, O=C(Cl)OCc1ccccc1, Nc1ccc(Br)cn1. Product: O=C(Nc1ccc(Br)cn1)OCc1ccccc1. As a reaction SMILES: [CH:29]([Cl:30])([Cl:31])[Cl:32].[CH:9]([N:10]([CH:11]([CH3:12])[CH3:13])[CH2:14][CH3:15])([CH3:16])[CH3:17].[Cl:18][C:19](=[O:20])[O:21][CH2:22][c:23]1[cH:24][cH:25][cH:26][cH:27][cH:28]1.[NH2:1][c:2]1[n:3][cH:4][c:5]([Br:8])[cH:6][cH:7]1>>[NH:1]([c:2]1[n:3][cH:4][c:5]([Br:8])[cH:6][cH:7]1)[C:19](=[O:20])[O:21][CH2:22][c:23]1[cH:24][cH:25][cH:26][cH:27][cH:28]1.